From a dataset of the Open Reaction Database (ORD), a public repository of structured organic reaction records. describe an organic reaction: reactants, conditions, products, and yield Run in N1=CC=CC=C1 (pyridine). Procedure details: To a solution of 6-methoxy-2-methylquinolin-8-amine 2a (0.19 g, 1.0 mmol) in pyridine (5 ml) was added 4-methyl-2-nitrobenzenesulfonyl chloride (0.24 g, 1.0 mmol). The mixture was stirred at room temperature overnight and precipitated with H2O. The crude product was filtered and recrystallized from EtOH to afford nitrobenzenesulfonamide (0.31 g, 79%) as red crystal. 1H NMR (300 MHz, CDCl3) δ 10.1 (br, 1H); 8.04 (d, 1H), 7.86 (d, 1H), 7.62 (m, 2H), 7.39 (d, 1H), 7.24 (d, 1H), 6.73 (s, 1H), 3.88 (... Product: [N+](=O)([O-])C1=C(C=CC=C1)S(=O)(=O)N (nitrobenzenesulfonamide). Reaction SMILES: COC1C=C2C(=C(N)C=1)[N:9]=C(C)C=C2.C[C:16]1[CH:21]=[CH:20][C:19]([S:22](Cl)(=[O:24])=[O:23])=[C:18]([N+:26]([O-:28])=[O:27])[CH:17]=1>N1C=CC=CC=1>[N+:26]([C:18]1[CH:17]=[CH:16][CH:21]=[CH:20][C:19]=1[S:22]([NH2:9])(=[O:24])=[O:23])([O-:28])=[O:27]. The reactants are COC=1C=C2C=CC(=NC2=C(C1)N)C (6-methoxy-2-methylquinolin-8-amine), CC1=CC(=C(C=C1)S(=O)(=O)Cl)[N+](=O)[O-] (4-methyl-2-nitrobenzenesulfonyl chloride). Isolated yield 153.3%. Conditions: time 8 hour.